Dataset: the Open Reaction Database (ORD), a public repository of structured organic reaction records. Task: describe an organic reaction: reactants, conditions, products, and yield Starting materials: COC(=O)C(Cc1ccc(Br)cc1)(c1cc(F)cc(OC(F)(F)C(F)F)c1)c1ccc(F)c(C(F)(F)F)c1, CO, Cl, [Li+], [OH-]. Yields the product O=C(O)C(Cc1ccc(Br)cc1)(c1cc(F)cc(OC(F)(F)C(F)F)c1)c1ccc(F)c(C(F)(F)F)c1. RXN SMILES: [Br:1][c:2]1[cH:3][cH:4][c:5]([CH2:8][C:9]([C:10](=[O:11])[O:12][CH3:13])([c:14]2[cH:15][c:16]([F:27])[cH:17][c:18]([O:20][C:21]([CH:22]([F:23])[F:24])([F:25])[F:26])[cH:19]2)[c:28]2[cH:29][c:30]([C:35]([F:36])([F:37])[F:38])[c:31]([F:34])[cH:32][cH:33]2)[cH:6][cH:7]1.[CH3:42][OH:43].[ClH:41].[Li+:40].[OH-:39]>>[Br:1][c:2]1[cH:3][cH:4][c:5]([CH2:8][C:9]([C:10](=[O:11])[OH:12])([c:14]2[cH:15][c:16]([F:27])[cH:17][c:18]([O:20][C:21]([CH:22]([F:23])[F:24])([F:25])[F:26])[cH:19]2)[c:28]2[cH:29][c:30]([C:35]([F:36])([F:37])[F:38])[c:31]([F:34])[cH:32][cH:33]2)[cH:6][cH:7]1. Starting materials: COC([C@H](C(C)(C)C1=CC=C(C=C1)Cl)NC(C1=C(C=C(C=C1)I)NS(=O)(=O)C1=CC=CC=2C1=NSN2)=O)=O ((S)-2-[2-(Benzo[1,2,5]thiadiazole-4-sulfonylamino)-4-iodo-benzoylamino]-3-(4-chloro-phenyl)-3-methyl-butyric acid methyl ester), N1=C2C(=NS1)C(=CC=C2)S(=O)(=O)NC2=C(C(=O)O)C=CC(=C2)I (2-(benzo[1,2,5]thiadiazole-4-sulfonylamino)-4-iodobenzoic acid), COC([C@H](C(C)(C)C1=CC=C(C=C1)Cl)N)=O ((S)-2-amino-3-(4-chloro-phenyl)-3-methyl-butyric acid methyl ester). The product is N1=C2C(=NS1)C(=CC=C2)S(=O)(=O)NC2=C(C(=O)N[C@H](C(=O)O)C(C)(C)C1=CC=C(C=C1)Cl)C=CC(=C2)I ((S)-2-[2-(Benzo[1,2,5]thiadiazole-4-sulfonylamino)-4-iodo-benzoylamino]-3-(4-chloro-phenyl)-3-methyl-butyric acid). Isolated yield 90.0%. RXN SMILES: C[O:2][C:3](=[O:38])[C@@H:4]([NH:15][C:16](=[O:37])[C:17]1[CH:22]=[CH:21][C:20]([I:23])=[CH:19][C:18]=1[NH:24][S:25]([C:28]1[C:33]2=[N:34][S:35][N:36]=[C:32]2[CH:31]=[CH:30][CH:29]=1)(=[O:27])=[O:26])[C:5]([C:8]1[CH:13]=[CH:12][C:11]([Cl:14])=[CH:10][CH:9]=1)([CH3:7])[CH3:6].N1SN=C2C(S(NC3C=C(I)C=CC=3C(O)=O)(=O)=O)=CC=CC=12.COC(=O)[C@@H](N)C(C1C=CC(Cl)=CC=1)(C)C>>[N:36]1[S:35][N:34]=[C:33]2[C:28]([S:25]([NH:24][C:18]3[CH:19]=[C:20]([I:23])[CH:21]=[CH:22][C:17]=3[C:16]([NH:15][C@@H:4]([C:5]([C:8]3[CH:9]=[CH:10][C:11]([Cl:14])=[CH:12][CH:13]=3)([CH3:7])[CH3:6])[C:3]([OH:38])=[O:2])=[O:37])(=[O:27])=[O:26])=[CH:29][CH:30]=[CH:31][C:32]=12. Reported procedure: (S)-2-[2-(Benzo[1,2,5]thiadiazole-4-sulfonylamino)-4-iodo-benzoylamino]-3-(4-chloro-phenyl)-3-methyl-butyric acid methyl ester. The title compound (61 mg, 90%) was prepared from 2-(benzo[1,2,5]thiadiazole-4-sulfonylamino)-4-iodobenzoic acid (EXAMPLE 101, Part D) and (S)-2-amino-3-(4-chloro-phenyl)-3-methyl-butyric acid methyl ester (EXAMPLE 107, Part F) as in Example 94, Part A. 1H NMR (500 MHz, CDCl3): 11.26 (s, 1H), 8.36 (dd, J=7.0, 1.0, 1H), 8.21 (dd, J=8.8, 1.0, 1H), 8.07 (d, J=1.6, 1H), 7.7... The reactants are CC(C)=O, CC(=O)O, CCO, NNc1cc2c(nn1)CCN(C(=O)C1CCC1)C2. The product is CC(C)=NNc1cc2c(nn1)CCN(C(=O)C1CCC1)C2. As a reaction SMILES: [CH3:19][C:20]([CH3:21])=[O:22].[CH3:23][C:24](=[O:25])[OH:26].[CH3:27][CH2:28][OH:29].[CH:1]1([C:5](=[O:6])[N:7]2[CH2:8][c:9]3[c:10]([n:11][n:12][c:13]([NH:15][NH2:16])[cH:14]3)[CH2:17][CH2:18]2)[CH2:2][CH2:3][CH2:4]1>>[CH:1]1([C:5](=[O:6])[N:7]2[CH2:8][c:9]3[c:10]([n:11][n:12][c:13]([NH:15][N:16]=[C:20]([CH3:19])[CH3:21])[cH:14]3)[CH2:17][CH2:18]2)[CH2:2][CH2:3][CH2:4]1.